Dataset: the Open Reaction Database (ORD), a public repository of structured organic reaction records. Task: describe an organic reaction: reactants, conditions, products, and yield The reactants are COc1ccc2c(c1)CC(O)CCC2, O=C1NC(=O)c2ccccc21, CCOC(=O)N=NC(=O)OCC, C1CCOC1, c1ccc(P(c2ccccc2)c2ccccc2)cc1. Product: COc1ccc2c(c1)CC(N1C(=O)c3ccccc3C1=O)CCC2. RXN SMILES: [CH3:1][O:2][c:3]1[cH:4][c:5]2[c:6]([cH:13][cH:14]1)[CH2:7][CH2:8][CH2:9][CH:10]([OH:12])[CH2:11]2.[O:15]=[C:16]1[NH:17][C:18](=[O:19])[c:20]2[cH:21][cH:22][cH:23][cH:24][c:25]21.[O:45]=[C:46]([O:47][CH2:48][CH3:49])[N:50]=[N:51][C:52]([O:53][CH2:54][CH3:55])=[O:56].[O:57]1[CH2:58][CH2:59][CH2:60][CH2:61]1.[c:26]1([P:27]([c:28]2[cH:29][cH:30][cH:31][cH:32][cH:33]2)[c:34]2[cH:35][cH:36][cH:37][cH:38][cH:39]2)[cH:40][cH:41][cH:42][cH:43][cH:44]1>>[CH3:1][O:2][c:3]1[cH:4][c:5]2[c:6]([cH:13][cH:14]1)[CH2:7][CH2:8][CH2:9][CH:10]([N:17]1[C:16](=[O:15])[c:25]3[c:20]([cH:21][cH:22][cH:23][cH:24]3)[C:18]1=[O:19])[CH2:11]2. Starting materials: N[C@H]([C@H](O)C=1C=CC(=C(C1)NS(=O)(=O)C)O)C (N-(5-((1R,2S)-2-Amino-1-hydroxypropyl)-2-hydroxyphenyl)methanesulfonamide), ClC=1C=C(C=O)C=C(C1)Cl (3,5-dichlorobenzaldehyde), O (water). The solvent is CO (methanol). Reaction conditions: time 1.5 hour. The product is ClC=1C=C(CN[C@H]([C@H](O)C=2C=CC(=C(C2)NS(=O)(=O)C)O)C)C=C(C1)Cl (N-(5-((1R,2S)-2-(3,5-Dichlorobenzylamino)-1-hydroxypropyl)-2-hydroxyphenyl)methane-sulfonamide). The yield is 45.3%. RXN SMILES: [NH2:1][C@@H:2]([CH3:17])[C@@H:3]([C:5]1[CH:6]=[CH:7][C:8]([OH:16])=[C:9]([NH:11][S:12]([CH3:15])(=[O:14])=[O:13])[CH:10]=1)[OH:4].[Cl:18][C:19]1[CH:20]=[C:21]([CH:24]=[C:25]([Cl:27])[CH:26]=1)[CH:22]=O.O>CO>[Cl:18][C:19]1[CH:20]=[C:21]([CH:24]=[C:25]([Cl:27])[CH:26]=1)[CH2:22][NH:1][C@@H:2]([CH3:17])[C@@H:3]([C:5]1[CH:6]=[CH:7][C:8]([OH:16])=[C:9]([NH:11][S:12]([CH3:15])(=[O:14])=[O:13])[CH:10]=1)[OH:4]. Procedure: To a solution of the amine (4) (105 mg, 0.40 mmol) and 3,5-dichlorobenzaldehyde (95 mg, 0.52 mmol) in methanol (4 mL) was added borane-pyridine complex (130 μL, 1.21 mmol) at 40° C. and the resulting mixture was stirred for 1.5 hours. The reaction mixture was cooled to room temperature and water was added thereto, followed by extraction with a mixed solvent (ethyl acetate:methanol=10:1) and subsequent washing of the organic layer with saturated brine. The organic layer was dried and concentrated... Starting materials: COCCOC1=CC=C(N)C=C1 (4-(2-Methoxyethoxy)aniline), C(C)(=O)OC(C)=O (acetic anhydride), [N+](=O)(O)[O-] (HNO3). Reaction conditions: temperature 10 celsius, time 10 minute. The product is COCCOC1=CC(=C(C=C1)N)[N+](=O)[O-] (4-(2-Methoxy-ethoxy)-2-nitro-phenylamine). RXN SMILES: [CH3:1][O:2][CH2:3][CH2:4][O:5][C:6]1[CH:12]=[CH:11][C:9]([NH2:10])=[CH:8][CH:7]=1.C(OC(=O)C)(=O)C.[N+:20]([O-])([OH:22])=[O:21]>>[CH3:1][O:2][CH2:3][CH2:4][O:5][C:6]1[CH:12]=[CH:11][C:9]([NH2:10])=[C:8]([N+:20]([O-:22])=[O:21])[CH:7]=1. Reported procedure: 4-(2-Methoxyethoxy)aniline (500 mg) was added to acetic anhydride (2.38 g) and the mixture was cooled down to 10° C. HNO3 (65% in water, 0.62 mL) was added slowly in order to keep the temperature of the reaction mixture below 15° C. After the end of the addition, the reaction mixture was allowed to warm to RT over 1 h, was quenched with ice-cold water and stirred for 10 min. The resulting suspension was filtered off and dried in high vacuo. The resulting yellow powder was dissolved in dioxane (1... Reactants: CCSC1=C(C#N)C(c2ccccc2)(c2ccccc2)C(=O)N1CCCBr, CCN, Cl, C1COCCO1. The product is CCNCCCN1C(=O)C(c2ccccc2)(c2ccccc2)C(C#N)=C1SCC, Cl. RXN SMILES: [Br:1][CH2:2][CH2:3][CH2:4][N:5]1[C:6]([S:25][CH2:26][CH3:27])=[C:7]([C:23]#[N:24])[C:8]([c:11]2[cH:12][cH:13][cH:14][cH:15][cH:16]2)([c:17]2[cH:18][cH:19][cH:20][cH:21][cH:22]2)[C:9]1=[O:10].[CH3:28][CH2:29][NH2:30].[ClH:31].[O:32]1[CH2:33][CH2:34][O:35][CH2:36][CH2:37]1>>[CH2:2]([CH2:3][CH2:4][N:5]1[C:6]([S:25][CH2:26][CH3:27])=[C:7]([C:23]#[N:24])[C:8]([c:11]2[cH:12][cH:13][cH:14][cH:15][cH:16]2)([c:17]2[cH:18][cH:19][cH:20][cH:21][cH:22]2)[C:9]1=[O:10])[NH:30][CH2:29][CH3:28].[ClH:31]. Reactants: NC1=CC=C(OCCN2C=NC=C2)C=C1 (1-[2-(4-Aminophenoxy)ethyl]imidazole), [O-]C#N.[K+] (potassium cyanate). Run in Cl (hydrochloric acid), O (water). Reaction conditions: time 15 minute. Yields the product N(C(=O)N)C1=CC=C(OCCN2C=NC=C2)C=C1 (1-[2-(4-ureidophenoxy)ethyl]imidazole). The yield is 82.5%. Reaction SMILES: [NH2:1][C:2]1[CH:15]=[CH:14][C:5]([O:6][CH2:7][CH2:8][N:9]2[CH:13]=[CH:12][N:11]=[CH:10]2)=[CH:4][CH:3]=1.[O-:16][C:17]#[N:18].[K+]>Cl.O>[NH:1]([C:2]1[CH:3]=[CH:4][C:5]([O:6][CH2:7][CH2:8][N:9]2[CH:13]=[CH:12][N:11]=[CH:10]2)=[CH:14][CH:15]=1)[C:17]([NH2:18])=[O:16] |f:1.2|. Reported procedure: 1-[2-(4-Aminophenoxy)ethyl]imidazole (0.6 g) was dissolved in 1N hydrochloric acid (3.0 ml) and a solution of potassium cyanate (0.3 g) in 1 ml of water was added. The mixture was allowed to stand at room temperature for 15 minutes and the resulting solid was filtered off, washed with water and crystallised from water to give 1-[2-(4-ureidophenoxy)ethyl]imidazole (0.6 g), m.p. 199°-201° C. Found: C, 58.20; H, 5.70; N, 23.06. C12H14N4O2 requires: C, 58.52; H, 5.73; N, 22.75%. Starting materials: mercuric sulphate, C(C)N(CC#CCC(CC1=CC(=CC=C1)OC)C)CC (1-diethylamino-5-methyl-6-(m-methoxyphenyl)hex-2-yne), S(O)(O)(=O)=O (sulfuric acid). Run in O (water). The product is CC(CC(C=C)=O)CC1=CC(=CC=C1)OC (5-methyl-6-(m-methoxyphenyl)hex-1-en-3-one). RXN SMILES: C(N(CC)[CH2:4][C:5]#[C:6][CH2:7][CH:8]([CH3:18])[CH2:9][C:10]1[CH:15]=[CH:14][CH:13]=[C:12]([O:16][CH3:17])[CH:11]=1)C.S(=O)(=O)(O)[OH:22]>O>[CH3:18][CH:8]([CH2:9][C:10]1[CH:15]=[CH:14][CH:13]=[C:12]([O:16][CH3:17])[CH:11]=1)[CH2:7][C:6](=[O:22])[CH:5]=[CH2:4]. Procedure details: Add mercuric sulphate (0.45 g) to a stirred solution of 1-diethylamino-5-methyl-6-(m-methoxyphenyl)hex-2-yne (8 g) in concentrated sulfuric acid (2.5 cc) and water (25 cc) and heat the mixture at 70° for 11/2 hours. Filter the coled solution, make basic with 10% aqueous sodium hydroxide and extract with ether. Wash and dry the ethereal solution and evaporate to leave as residue crude 1-diethylamino-6-(m-methoxyphenyl)-5-methylhexan-3-one; infrared absorption peaks at 5.85 μ. Slowly distil at 0.1... The reactants are N1C(=CC2=CC=CC=C12)C=1C(NN=C(C1)C=1C=NN(C1)C)=O (4-(1H-Indol-2-yl)-6-(1-methyl-1H-pyrazol-4-yl)-2H-pyridazin-3-one), BrN1C(CCC1=O)=O (N-bromosuccinimide). Solvent: CC(=O)C (acetone). Reaction conditions: time 20 minute. Product: BrC1=C(NC2=CC=CC=C12)C=1C(NN=C(C1)C=1C=NN(C1)C)=O (4-(3-Bromo-1H-indol-2-yl)-6-(1-methyl-1H-pyrazol-4-yl)-2H-pyridazin-3-one). Reaction SMILES: [NH:1]1[C:9]2[C:4](=[CH:5][CH:6]=[CH:7][CH:8]=2)[CH:3]=[C:2]1[C:10]1[C:11](=[O:22])[NH:12][N:13]=[C:14]([C:16]2[CH:17]=[N:18][N:19]([CH3:21])[CH:20]=2)[CH:15]=1.[Br:23]N1C(=O)CCC1=O>CC(C)=O>[Br:23][C:3]1[C:4]2[C:9](=[CH:8][CH:7]=[CH:6][CH:5]=2)[NH:1][C:2]=1[C:10]1[C:11](=[O:22])[NH:12][N:13]=[C:14]([C:16]2[CH:17]=[N:18][N:19]([CH3:21])[CH:20]=2)[CH:15]=1. Reported procedure: 30 mg of 4-(1H-Indol-2-yl)-6-(1-methyl-1H-pyrazol-4-yl)-2H-pyridazin-3-one is dissolved in 4 ml of acetone and 22 mg of N-bromosuccinimide is added. The solution is stirred at RT for 20 min and the product is purified by preparative RP-HPLC eluting with a gradient of 0-100% acetonitrile in water (+0.01% trifluoroacetic acid). Yield 14 mg. LC-MS (ES+) 370/372 (M+H)+. Starting materials: Cn1c(N2CCN(CCCO)CC2)cc(=O)n(C)c1=O, COc1cc([N+](=O)[O-])ccc1O, CCOC(=O)N=NC(=O)OCC, C1CCOC1, c1ccc(P(c2ccccc2)c2ccccc2)cc1. Product: COc1cc([N+](=O)[O-])ccc1OCCCN1CCN(c2cc(=O)n(C)c(=O)n2C)CC1. As a reaction SMILES: [CH3:13][n:14]1[c:15](=[O:32])[n:16]([CH3:31])[c:17](=[O:30])[cH:18][c:19]1[N:20]1[CH2:21][CH2:22][N:23]([CH2:26][CH2:27][CH2:28][OH:29])[CH2:24][CH2:25]1.[CH3:1][O:2][c:3]1[c:4]([OH:12])[cH:5][cH:6][c:7]([N+:9](=[O:10])[O-:11])[cH:8]1.[O:52]=[C:53]([O:54][CH2:55][CH3:56])[N:57]=[N:58][C:59]([O:60][CH2:61][CH3:62])=[O:63].[O:64]1[CH2:65][CH2:66][CH2:67][CH2:68]1.[c:33]1([P:34]([c:35]2[cH:36][cH:37][cH:38][cH:39][cH:40]2)[c:41]2[cH:42][cH:43][cH:44][cH:45][cH:46]2)[cH:47][cH:48][cH:49][cH:50][cH:51]1>>[CH3:1][O:2][c:3]1[c:4]([O:12][CH2:28][CH2:27][CH2:26][N:23]2[CH2:22][CH2:21][N:20]([c:19]3[n:14]([CH3:13])[c:15](=[O:32])[n:16]([CH3:31])[c:17](=[O:30])[cH:18]3)[CH2:25][CH2:24]2)[cH:5][cH:6][c:7]([N+:9](=[O:10])[O-:11])[cH:8]1. Starting materials: Cc1nnc(-c2ccc(C)c(-c3ccc(C(=O)O)cc3)c2)o1, CCN=C=NCCCN(C)C, CC(C)C(C)N, Cl, CN(C)C=O, On1nnc2ccccc21. Product: Cc1nnc(-c2ccc(C)c(-c3ccc(C(=O)NC(C)C(C)C)cc3)c2)o1. Reaction SMILES: [CH3:1][c:2]1[c:3](-[c:14]2[cH:15][cH:16][c:17]([C:20](=[O:21])[OH:22])[cH:18][cH:19]2)[cH:4][c:5](-[c:8]2[o:9][c:10]([CH3:13])[n:11][n:12]2)[cH:6][cH:7]1.[CH3:34][N:35]([CH3:36])[CH2:37][CH2:38][CH2:39][N:40]=[C:41]=[N:42][CH2:43][CH3:44].[CH3:45][CH:46]([CH:47]([CH3:48])[CH3:49])[NH2:50].[ClH:33].[O:51]=[CH:52][N:53]([CH3:54])[CH3:55].[OH:23][n:24]1[c:25]2[c:26]([cH:27][cH:28][cH:29][cH:30]2)[n:31][n:32]1>>[CH3:1][c:2]1[c:3](-[c:14]2[cH:15][cH:16][c:17]([C:20](=[O:21])[NH:50][CH:46]([CH3:45])[CH:47]([CH3:48])[CH3:49])[cH:18][cH:19]2)[cH:4][c:5](-[c:8]2[o:9][c:10]([CH3:13])[n:11][n:12]2)[cH:6][cH:7]1. Starting materials: BrC1=CC2=C(C(=NO2)C2=CC=NC=C2)C=C1F (6-bromo-5-fluoro-3-(4-pyridinyl)-1,2-benzisoxazole), C(O)([O-])=O.[Na+] (sodium hydrogen carbonate), BrC1=CC2=C(C(=NO2)C2=CC=NC=C2)C=C1F (6-bromo-5-fluoro-3-(4-pyridinyl)-1,2-benzisoxazole), C1(CC1)NC(=O)C=1C=C(C(=C(C1)B(O)O)C)F ({5-[(cyclopropylamino)carbonyl]-3-fluoro-2-methylphenyl}boronic acid). Reagents/catalysts: C=1C=CC(=CC1)[P](C=2C=CC=CC2)(C=3C=CC=CC3)[Pd]([P](C=4C=CC=CC4)(C=5C=CC=CC5)C=6C=CC=CC6)([P](C=7C=CC=CC7)(C=8C=CC=CC8)C=9C=CC=CC9)[P](C=1C=CC=CC1)(C=1C=CC=CC1)C=1C=CC=CC1 (tetrakis(triphenylphosphine)palladium(0)). Run in C(C)(C)O (isopropanol). Product: C1(CC1)NC(C1=CC(=C(C(=C1)C1=CC2=C(C(=NO2)C2=CC=NC=C2)C=C1F)C)F)=O (N-Cyclopropyl-3-fluoro-5-[5-fluoro-3-(4-pyridinyl)-1,2-benzisoxazol-6-yl]-4-methylbenzamide). The yield is 60.7%. Reaction SMILES: Br[C:2]1[C:16]([F:17])=[CH:15][C:5]2[C:6]([C:9]3[CH:14]=[CH:13][N:12]=[CH:11][CH:10]=3)=[N:7][O:8][C:4]=2[CH:3]=1.[CH:18]1([NH:21][C:22]([C:24]2[CH:25]=[C:26]([F:34])[C:27]([CH3:33])=[C:28](B(O)O)[CH:29]=2)=[O:23])[CH2:20][CH2:19]1.C(=O)([O-])O.[Na+]>C(O)(C)C.C1C=CC([P]([Pd]([P](C2C=CC=CC=2)(C2C=CC=CC=2)C2C=CC=CC=2)([P](C2C=CC=CC=2)(C2C=CC=CC=2)C2C=CC=CC=2)[P](C2C=CC=CC=2)(C2C=CC=CC=2)C2C=CC=CC=2)(C2C=CC=CC=2)C2C=CC=CC=2)=CC=1>[CH:18]1([NH:21][C:22](=[O:23])[C:24]2[CH:29]=[C:28]([C:2]3[C:16]([F:17])=[CH:15][C:5]4[C:6]([C:9]5[CH:14]=[CH:13][N:12]=[CH:11][CH:10]=5)=[N:7][O:8][C:4]=4[CH:3]=3)[C:27]([CH3:33])=[C:26]([F:34])[CH:25]=2)[CH2:19][CH2:20]1 |f:2.3,^1:47,49,68,87|. Reported procedure: The procedure for Example 1 was followed using 6-bromo-5-fluoro-3-(4-pyridinyl)-1,2-benzisoxazole (Intermediate 6, 25 mg), {5-[(cyclopropylamino)carbonyl]-3-fluoro-2-methylphenyl}boronic acid (24 mg), tetrakis(triphenylphosphine)palladium(0) (1 mg) and saturated aqueous sodium hydrogen carbonate (0.25 ml) in isopropanol (1 ml). Elution of the SPE cartridge (silica, 1 g) with cyclohexane/ethyl acetate (100:0 to 66:33) gave the title compound as a white solid (21 mg).